The task is: describe an organic reaction: reactants, conditions, products, and yield. This data is from the Open Reaction Database (ORD), a public repository of structured organic reaction records. The reactants are C(C)(=O)OC1=C(C=CC(=C1)Br)[C@H]1N(C([C@@H]1CC[C@@H](C1=CC=C(C=C1)F)O[Si](C)(C)C(C)(C)C)=O)C1=CC=CC=C1 (5-Bromo-2-{(2S,3R)-3-[(3S)-3-{[tert-butyl(dimethyl)silyl]oxy}-3-(4-fluorophenyl)propyl]-4-oxo-1-phenylazetidin-2-yl}phenyl acetate), OC=1C=C(C=CC1)B(O)O (3-hydroxyphenyl boronic acid), C([O-])([O-])=O.[K+].[K+] (potassium carbonate). The reagents and catalysts are C=1C=CC(=CC1)[P](C=2C=CC=CC2)(C=3C=CC=CC3)[Pd]([P](C=4C=CC=CC4)(C=5C=CC=CC5)C=6C=CC=CC6)([P](C=7C=CC=CC7)(C=8C=CC=CC8)C=9C=CC=CC9)[P](C=1C=CC=CC1)(C=1C=CC=CC1)C=1C=CC=CC1 (Tetrakis(triphenylphosphine)palladium(0)). The solvent is C1(=CC=CC=C1)C (toluene). Reaction conditions: temperature 70 celsius. Product: C(C)(=O)OC=1C=C(C=CC1[C@H]1N(C([C@@H]1CC[C@@H](C1=CC=C(C=C1)F)O[Si](C)(C)C(C)(C)C)=O)C1=CC=CC=C1)C1=CC(=CC=C1)O (4-{(2S,3R)-3-[(3S)-3-{[tert-butyl(dimethyl)silyl]oxy}-3-(4-fluorophenyl)propyl]-4-oxo-1-phenylazetidin-2-yl}-3′-hydroxybiphenyl-3-yl acetate). Isolated yield 68.4%. As a reaction SMILES: [C:1]([O:4][C:5]1[CH:10]=[C:9](Br)[CH:8]=[CH:7][C:6]=1[C@@H:12]1[C@@H:15]([CH2:16][CH2:17][C@H:18]([O:26][Si:27]([C:30]([CH3:33])([CH3:32])[CH3:31])([CH3:29])[CH3:28])[C:19]2[CH:24]=[CH:23][C:22]([F:25])=[CH:21][CH:20]=2)[C:14](=[O:34])[N:13]1[C:35]1[CH:40]=[CH:39][CH:38]=[CH:37][CH:36]=1)(=[O:3])[CH3:2].[OH:41][C:42]1[CH:43]=[C:44](B(O)O)[CH:45]=[CH:46][CH:47]=1.C(=O)([O-])[O-].[K+].[K+]>C1C=CC([P]([Pd]([P](C2C=CC=CC=2)(C2C=CC=CC=2)C2C=CC=CC=2)([P](C2C=CC=CC=2)(C2C=CC=CC=2)C2C=CC=CC=2)[P](C2C=CC=CC=2)(C2C=CC=CC=2)C2C=CC=CC=2)(C2C=CC=CC=2)C2C=CC=CC=2)=CC=1.C1(C)C=CC=CC=1>[C:1]([O:4][C:5]1[CH:10]=[C:9]([C:46]2[CH:45]=[CH:44][CH:43]=[C:42]([OH:41])[CH:47]=2)[CH:8]=[CH:7][C:6]=1[C@@H:12]1[C@@H:15]([CH2:16][CH2:17][C@H:18]([O:26][Si:27]([C:30]([CH3:33])([CH3:32])[CH3:31])([CH3:29])[CH3:28])[C:19]2[CH:24]=[CH:23][C:22]([F:25])=[CH:21][CH:20]=2)[C:14](=[O:34])[N:13]1[C:35]1[CH:40]=[CH:39][CH:38]=[CH:37][CH:36]=1)(=[O:3])[CH3:2] |f:2.3.4,^1:60,62,81,100|. Procedure details: Using Suzuki coupling methodology, 5-Bromo-2-{(2S,3R)-3-[(3S)-3-{[tert-butyl(dimethyl)silyl]oxy}-3-(4-fluorophenyl)propyl]-4-oxo-1-phenylazetidin-2-yl}phenyl acetate (100 mg, 0.16 mmol) was combined with 3-hydroxyphenyl boronic acid (29 mg, 0.21 mmol) with deoxygenated toluene (3 mL) and deoxygenated ethanol (1 mL). 2.0 M aqueous potassium carbonate (0.31 mL, 0.31 mmol) was added and the vessel was purged with nitrogen. Tetrakis(triphenylphosphine)palladium(0) (9 mg, 0.008 mmol) was added and th... Starting materials: CC(=O)O[BH-](OC(C)=O)OC(C)=O, O=C([O-])O, Cn1cc(C=O)cn1, CO, CC(=O)O, [Cl-], CC(Cl)Cl, Fc1ccc(F)c(-c2cccnc2N2CCNCC2)c1, [NH4+], [Na+], [Na+]. Yields the product Cn1cc(CN2CCN(c3ncccc3-c3cc(F)ccc3F)CC2)cn1, Cl. Reaction SMILES: [C:29]([O:30][BH-:31]([O:32][C:33](=[O:34])[CH3:35])[O:36][C:37](=[O:38])[CH3:39])(=[O:40])[CH3:41].[C:49](=[O:50])([OH:51])[O-:52].[CH3:1][n:2]1[n:3][cH:4][c:5]([CH:7]=[O:8])[cH:6]1.[CH3:54][OH:55].[CH3:56][C:57](=[O:58])[OH:59].[Cl-:43].[Cl:45][CH:46]([Cl:47])[CH3:48].[F:9][c:10]1[c:11](-[c:17]2[c:18]([N:23]3[CH2:24][CH2:25][NH:26][CH2:27][CH2:28]3)[n:19][cH:20][cH:21][cH:22]2)[cH:12][c:13]([F:16])[cH:14][cH:15]1.[NH4+:44].[Na+:42].[Na+:53]>>[CH3:1][n:2]1[n:3][cH:4][c:5]([CH2:7][N:26]2[CH2:25][CH2:24][N:23]([c:18]3[c:17](-[c:11]4[c:10]([F:9])[cH:15][cH:14][c:13]([F:16])[cH:12]4)[cH:22][cH:21][cH:20][n:19]3)[CH2:28][CH2:27]2)[cH:6]1.[ClH:43]. Reactants: [BH4-], CCO, CC1(C)Cc2cccc(C=O)c2O1, [Na+]. The product is CC1(C)Cc2cccc(CO)c2O1. As a reaction SMILES: [BH4-:1].[CH3:16][CH2:17][OH:18].[CH3:3][C:4]1([CH3:15])[O:5][c:6]2[c:7]([cH:9][cH:10][cH:11][c:12]2[CH:13]=[O:14])[CH2:8]1.[Na+:2]>>[CH3:3][C:4]1([CH3:15])[O:5][c:6]2[c:7]([cH:9][cH:10][cH:11][c:12]2[CH2:13][OH:14])[CH2:8]1. The reagents and catalysts are [Pd] (Pd/C). Solvent: O1CCCC1 (tetrahydrofuran). Procedure details: A solution of 120 mg (0.22 mmol) of benzyl 3-[({[(1S)-1-(1-hydroxy-2-oxo-2-{[(1R)-1-phenylethyl]amino}ethyl)pentyl]amino}carbonyl)oxy]-4,4-dimethyl-2-oxo-1-pyrrolidinecarboxylate in 5 mL of tetrahydrofuran was stirred in the presence of 15 mg of 10% Pd/C under a hydrogen atmosphere (50 psi) for 18 h. The catalyst was filtered off over celite and the filtrate was concentrated under reduced pressure. The residue was purified by silica gel chromatography eluting with 3:2 acetone:dichloromethane to ... Reactants: OC(C(N[C@H](C)C1=CC=CC=C1)=O)[C@H](CCCC)NC(=O)OC1C(N(CC1(C)C)C(=O)OCC1=CC=CC=C1)=O (benzyl 3-[({[(1S)-1-(1-hydroxy-2-oxo-2-{[(1R)-1-phenylethyl]amino}ethyl)pentyl]amino}carbonyl)oxy]-4,4-dimethyl-2-oxo-1-pyrrolidinecarboxylate). As a reaction SMILES: [OH:1][CH:2]([C@@H:14]([NH:19][C:20]([O:22][CH:23]1[C:27]([CH3:29])([CH3:28])[CH2:26][N:25](C(OCC2C=CC=CC=2)=O)[C:24]1=[O:40])=[O:21])[CH2:15][CH2:16][CH2:17][CH3:18])[C:3](=[O:13])[NH:4][C@@H:5]([C:7]1[CH:12]=[CH:11][CH:10]=[CH:9][CH:8]=1)[CH3:6]>O1CCCC1.[Pd]>[OH:1][CH:2]([C@@H:14]([NH:19][C:20](=[O:21])[O:22][CH:23]1[C:27]([CH3:29])([CH3:28])[CH2:26][NH:25][C:24]1=[O:40])[CH2:15][CH2:16][CH2:17][CH3:18])[C:3](=[O:13])[NH:4][C@@H:5]([C:7]1[CH:8]=[CH:9][CH:10]=[CH:11][CH:12]=1)[CH3:6]. The yield is 65.0%. The product is OC(C(N[C@H](C)C1=CC=CC=C1)=O)[C@H](CCCC)NC(OC1C(NCC1(C)C)=O)=O (4,4-dimethyl-2-oxo-3-pyrrolidinyl (1S)-1-(1-hydroxy-2-oxo-2-{[(1R)-1-phenylethyl]amino}ethyl)pentylcarbamate). Reactants: C1(CCCCC1)C(=O)NC=1C=C(C=CC1)C(CCNC(OC(C)(C)C)=O)O (tert-butyl 3-(3-(cyclohexanecarboxamido)phenyl)-3-hydroxypropylcarbamate), C=1C=C[NH+]=CC1.[O-][Cr](=O)(=O)Cl (PCC). Reagents/catalysts: O=[Mn]=O (MnO2). The product is C1(CCCCC1)C(=O)NC=1C=C(C=CC1)C(CCNC(OC(C)(C)C)=O)=O (tert-butyl 3-(3-(cyclohexanecarboxamido)phenyl)-3-oxopropylcarbamate). RXN SMILES: [CH:1]1([C:7]([NH:9][C:10]2[CH:11]=[C:12]([CH:16]([OH:27])[CH2:17][CH2:18][NH:19][C:20](=[O:26])[O:21][C:22]([CH3:25])([CH3:24])[CH3:23])[CH:13]=[CH:14][CH:15]=2)=[O:8])[CH2:6][CH2:5][CH2:4][CH2:3][CH2:2]1.C1C=C[NH+]=CC=1.[O-][Cr](Cl)(=O)=O>O=[Mn]=O>[CH:1]1([C:7]([NH:9][C:10]2[CH:11]=[C:12]([C:16](=[O:27])[CH2:17][CH2:18][NH:19][C:20](=[O:26])[O:21][C:22]([CH3:23])([CH3:24])[CH3:25])[CH:13]=[CH:14][CH:15]=2)=[O:8])[CH2:2][CH2:3][CH2:4][CH2:5][CH2:6]1 |f:1.2|. Reported procedure: Oxidation of tert-butyl 3-(3-(cyclohexanecarboxamido)phenyl)-3-hydroxypropylcarbamate (37) following the method used in Example 12 except PCC was used in lieu of MnO2 gave tert-butyl 3-(3-(cyclohexanecarboxamido)phenyl)-3-oxopropylcarbamate as a white solid. Yield (0.36 g, 91%); 1H NMR (400 MHz, DMSO-d6) δ 9.97 (s, 1H), 8.15-8.18 (m, 1H), 7.82 (dd, J=1.2, 8.0 Hz, 1H), 7.57 (d, J=8.0 Hz, 1H), 7.40 (t, J=8.0 Hz, 1H), 6.79 (br.t, 1H), 3.24 (q, J=6.0 Hz, 2H), 3.08 (t, J=6.4 Hz, 2H), 2.25-2.35 (m, 1H...